From a dataset of the Open Reaction Database (ORD), a public repository of structured organic reaction records. describe an organic reaction: reactants, conditions, products, and yield Reaction SMILES: [Mg].Br[C:3]([CH2:5][CH3:6])=[CH2:4].[Br:7][C:8]1[CH:13]=[CH:12][CH:11]=[CH:10][C:9]=1[N+:14]([O-])=O.[Na+].[Cl-]>C1COCC1>[Br:7][C:8]1[CH:13]=[CH:12][CH:11]=[C:10]2[C:9]=1[NH:14][C:3]([CH2:5][CH3:6])=[CH:4]2 |f:3.4|. Conditions: temperature 60 celsius. Isolated yield 207.8%. Reactants: [Mg] (magnesium), BrC(=C)CC (2-bromo-1-butene), BrC(=C)CC (2-bromo-1-butene), [Mg] (magnesium), BrC1=C(C=CC=C1)[N+](=O)[O-] (2-bromonitrobenzene), [Na+].[Cl-] (NaCl). Reported procedure: 2.4 g of magnesium are placed in a round-bottomed flask and the magnesium is covered with 10 ml of THF. 1 g of 2-bromo-1-butene, then 10 ml of THF and then again 12.5 g of 2-bromo-1-butene in 30 ml of THF are added. The reaction medium is observed to warm up and then it is heated at 60° C. for 30 minutes after the end of the addition reaction. The mixture is subsequently cooled to −20° C., 20 ml of THF are added and then 6.7 g of 2-bromonitrobenzene are added at −20° C. The mixture is allowed to... Run in C1CCOC1 (THF), C1CCOC1 (THF), C1CCOC1 (THF), C1CCOC1 (THF). The product is BrC=1C=CC=C2C=C(NC12)CC (7-Bromo-2-ethyl-1H-indole). The reactants are COC(=O)COc1c(C#N)sc(Br)c1Br, CCOC(C)=O, Cl, [K+], C1CCOC1, [OH-]. Product: N#Cc1sc(Br)c(Br)c1OCC(=O)O. Reaction SMILES: [CH3:1][O:2][C:3]([CH2:4][O:5][c:6]1[c:7]([C:13]#[N:14])[s:8][c:9]([Br:12])[c:10]1[Br:11])=[O:15].[CH3:24][CH2:25][O:26][C:27](=[O:28])[CH3:29].[ClH:18].[K+:17].[O:19]1[CH2:20][CH2:21][CH2:22][CH2:23]1.[OH-:16]>>[O:2]=[C:3]([CH2:4][O:5][c:6]1[c:7]([C:13]#[N:14])[s:8][c:9]([Br:12])[c:10]1[Br:11])[OH:15]. RXN SMILES: [C:1]([CH3:2])([CH3:3])([CH3:4])[O:5][O:6][C:7]([CH2:8][C:9](=[O:10])[O:11][CH2:12][CH3:13])([CH3:14])[O:15][O:16][C:17]([CH3:18])([CH3:19])[CH3:20].[CH3:28][CH2:29][CH2:30][CH2:31][CH3:32].[CH:23]([OH:24])([CH3:25])[CH3:26].[NH2:21][NH2:22].[OH2:27]>>[C:1]([CH3:2])([CH3:3])([CH3:4])[O:5][O:6][C:7]([CH2:8][C:9](=[O:10])[NH:21][NH2:22])([CH3:14])[O:15][O:16][C:17]([CH3:18])([CH3:19])[CH3:20]. The reactants are CCOC(=O)CC(C)(OOC(C)(C)C)OOC(C)(C)C, CCCCC, CC(C)O, NN, O. Product: CC(C)(C)OOC(C)(CC(=O)NN)OOC(C)(C)C. Starting materials: C=CC(=O)Cl, CCN(C(C)C)C(C)C, ClCCl, Cc1cc(C2OCCO2)c(C)cc1N, O. The product is C=CC(=O)Nc1cc(C)c(C2OCCO2)cc1C. Reaction SMILES: [C:27]([CH:28]=[CH2:29])(=[O:30])[Cl:31].[CH:18]([N:19]([CH:20]([CH3:21])[CH3:22])[CH2:23][CH3:24])([CH3:25])[CH3:26].[Cl:15][CH2:16][Cl:17].[O:1]1[CH:2]([c:6]2[cH:7][c:8]([CH3:14])[c:9]([NH2:13])[cH:10][c:11]2[CH3:12])[O:3][CH2:4][CH2:5]1.[OH2:32]>>[O:1]1[CH:2]([c:6]2[cH:7][c:8]([CH3:14])[c:9]([NH:13][C:27]([CH:28]=[CH2:29])=[O:30])[cH:10][c:11]2[CH3:12])[O:3][CH2:4][CH2:5]1.